Dataset: the Open Reaction Database (ORD), a public repository of structured organic reaction records. Task: describe an organic reaction: reactants, conditions, products, and yield The yield is 98.2%. The reactants are COC([C@@H](C)N1C=CC2=CC(=CC=C12)OCC1=CC=CC=C1)=O ((R)-2-(5-benzyloxy-indol-1-yl)-propionic acid methyl ester), C(=O)[O-].[NH4+] (ammonium formate), solution. Product: COC([C@@H](C)N1C=CC2=CC(=CC=C12)O)=O ((R)-2-(5-hydroxy-indol-1-yl)-propionic acid methyl ester). Reagents/catalysts: [OH-].[Pd+2].[OH-] (palladium hydroxide). Procedure: A mixture of (R)-2-(5-benzyloxy-indol-1-yl)-propionic acid methyl ester (20.0 g, 0.065 mol) and palladium hydroxide (2.0 g, wet 20% Pd on carbon) in ethanol (340 mL) under argon was heated to 40° C. To this suspension was slowly added a solution of ammonium formate (5.04 g, 0.078 mol) in ethanol/water (110.5/9.6 mL). Fifteen percent (15%) of the solution was added initially over a period of 40 minutes to ensure that the reaction had initiated (indicated by reverse phase HPLC). The remaining solu... Run in C(C)O (ethanol), C(C)O.O (ethanol water). Reaction SMILES: [CH3:1][O:2][C:3](=[O:23])[C@H:4]([N:6]1[C:14]2[C:9](=[CH:10][C:11]([O:15]CC3C=CC=CC=3)=[CH:12][CH:13]=2)[CH:8]=[CH:7]1)[CH3:5].C([O-])=O.[NH4+]>C(O)C.C(O)C.O.[OH-].[Pd+2].[OH-]>[CH3:1][O:2][C:3](=[O:23])[C@H:4]([N:6]1[C:14]2[C:9](=[CH:10][C:11]([OH:15])=[CH:12][CH:13]=2)[CH:8]=[CH:7]1)[CH3:5] |f:1.2,4.5,6.7.8|. Reaction conditions: temperature 40 celsius. Procedure details: To a stirred solution of 4,4-dimethyl-2-[1-[3-(dimethylamino)propyl]-1-(4-fluorophenyl)-1,3-dihydroisobenzofuran-5-yl]oxazoline (287 g, 0.724 mol) in pyridine (1000 ml), at 5° C., phosphorous oxychloride (135 ml, 1.474 mol) is slowly added while keeping the temperature at 5 to 10° C. The mixture is heated at reflux (115-116° C.) for 3 to 4 hours. The mixture is cooled to about 10° C. and treated with deionized water (3200 mL), and the pH is adjusted to about pH 9 by addition of 28% aqueous ammon... RXN SMILES: CC1(C)CO[C:4]([C:7]2[CH:8]=[C:9]3[C:13](=[CH:14][CH:15]=2)[C:12]([CH2:23][CH2:24][CH2:25][N:26]([CH3:28])[CH3:27])([C:16]2[CH:21]=[CH:20][C:19]([F:22])=[CH:18][CH:17]=2)[O:11][CH2:10]3)=[N:3]1.P(Cl)(Cl)(Cl)=O.N.[BrH:36]>N1C=CC=CC=1.CC(C)=O.O>[CH3:27][N:26]([CH2:25][CH2:24][CH2:23][C:12]1([C:16]2[CH:17]=[CH:18][C:19]([F:22])=[CH:20][CH:21]=2)[O:11][CH2:10][C:9]2[CH:8]=[C:7]([C:4]#[N:3])[CH:15]=[CH:14][C:13]1=2)[CH3:28].[BrH:36] |f:7.8|. Conditions: temperature 115.5 celsius. Run in N1=CC=CC=C1 (pyridine), O (water), CC(=O)C (acetone). Reactants: CC1(N=C(OC1)C=1C=C2COC(C2=CC1)(C1=CC=C(C=C1)F)CCCN(C)C)C (4,4-dimethyl-2-[1-[3-(dimethylamino)propyl]-1-(4-fluorophenyl)-1,3-dihydroisobenzofuran-5-yl]oxazoline), P(=O)(Cl)(Cl)Cl (phosphorous oxychloride), Br (HBr), N (ammonia). Product: CN(C)CCCC1(C=2C=CC(=CC2CO1)C#N)C=3C=CC(=CC3)F.Br (citalopram hydrobromide). As a reaction SMILES: [CH3:15][c:16]1[cH:17][cH:18][cH:19][cH:20][cH:21]1.[F:1][c:2]1[c:3]([CH:4]=[O:5])[cH:6][cH:7][c:8]([Br:10])[cH:9]1.[OH:11][CH2:12][CH2:13][OH:14]>>[F:1][c:2]1[c:3]([CH:4]2[O:5][CH2:13][CH2:12][O:11]2)[cH:6][cH:7][c:8]([Br:10])[cH:9]1. The reactants are Cc1ccccc1, O=Cc1ccc(Br)cc1F, OCCO. Yields the product Fc1cc(Br)ccc1C1OCCO1.